From a dataset of the Open Reaction Database (ORD), a public repository of structured organic reaction records. describe an organic reaction: reactants, conditions, products, and yield Starting materials: C(C)=O (acetaldehyde), ice water, C(C)=O (acetaldehyde), C(#N)[BH3-].[Na+] (sodium cyanoborohydride), CC1(C=2C=CC(=CC2C(CC1)(C)C)C(=CC1=CC=C(N)C=C1)C)C (p-[2-(5,6,7,8-tetrahydro-5,5,8,8-tetra-methyl-2-naphthyl) propenyl]aniline), C(C)#N (acetonitrile), [OH-].[K+] (potassium hydroxide). The solvent is C(C)(=O)O (acetic acid). Reaction conditions: time 2 hour. The product is C(C)N(C1=CC=C(C=C1)\C=C(/C)\C1=CC=2C(CCC(C2C=C1)(C)C)(C)C)CC (N,N-diethyl-p-[(E)-2-(5,6,7,8-tetrahydro-5,5,8,8-tetramethyl-2-naphthyl)-propenyl]aniline). Reaction SMILES: [CH3:1][C:2]1([CH3:24])[CH2:11][CH2:10][C:9]([CH3:13])([CH3:12])[C:8]2[CH:7]=[C:6]([C:14]([CH3:23])=[CH:15][C:16]3[CH:22]=[CH:21][C:19]([NH2:20])=[CH:18][CH:17]=3)[CH:5]=[CH:4][C:3]1=2.[CH:25](=O)[CH3:26].C([BH3-])#N.[Na+].[OH-].[K+].[C:34](#N)[CH3:35]>C(O)(=O)C>[CH2:34]([N:20]([CH2:25][CH3:26])[C:19]1[CH:21]=[CH:22][C:16](/[CH:15]=[C:14](/[C:6]2[CH:5]=[CH:4][C:3]3[C:2]([CH3:24])([CH3:1])[CH2:11][CH2:10][C:9]([CH3:12])([CH3:13])[C:8]=3[CH:7]=2)\[CH3:23])=[CH:17][CH:18]=1)[CH3:35] |f:2.3,4.5|. Procedure details: 320 mg of p-[2-(5,6,7,8-tetrahydro-5,5,8,8-tetra-methyl-2-naphthyl) propenyl]aniline are dissolved in 5 ml of acetonitrile and treated at room temperature with 440 mg of acetaldehyde and 190 mg of sodium cyanoborohydride. After 30 minutes the mixture is adjusted to a pH of 6-7 by the addition of acetic acid and 440 mg of acetaldehyde are again added thereto. After stirring at room temperature for 2 hours the reaction mixture is poured into ice-water, made alkaline by the addition of 2N potassium... The reactants are OCCC1=CC=NC=C1 (4-(2-hydroxyeth-1-yl)pyridine), [H][H] (hydrogen), C(C)(=O)O (acetic acid). Reagents/catalysts: [Pt]=O (platinum oxide). Product: C(C)(=O)O.OCCC1CCNCC1 (4-(2-Hydroxyeth-1-yl)piperidine acetic acid salt). Isolated yield 100.0%. Reaction SMILES: [OH:1][CH2:2][CH2:3][C:4]1[CH:9]=[CH:8][N:7]=[CH:6][CH:5]=1.[H][H].[C:12]([OH:15])(=[O:14])[CH3:13]>[Pt]=O>[C:12]([OH:15])(=[O:14])[CH3:13].[OH:1][CH2:2][CH2:3][CH:4]1[CH2:9][CH2:8][NH:7][CH2:6][CH2:5]1 |f:4.5|. Procedure details: Combined 4-(2-hydroxyeth-1-yl)pyridine (25 g, 0.2 mol) and platinum oxide (1 g, 4.4 mmol) in 400 mL acetic acid. Placed under 45 psi hydrogen at 60° C. for 24 h. Decanted, then filtered through Celite and removed the solvent to afford 38 g (100%) of the crude product, which was used without further purification. Starting materials: COC1=NC(=NC=C1C1=NC(=C(C=C1)OC1=CC(=NC=C1)C=1C=NN(C1)C)C)SC (4-methoxy-5-(6-methyl-5-((2-(1-methyl-1H-pyrazol-4-yl)pyridin-4-yl)oxy)pyridin-2-yl)-2-(methylthio)pyrimidine), C1=CC(=CC(=C1)Cl)C(=O)OO (mCPBA), COCCN (2-methoxyethanamine). The solvent is C(Cl)Cl (DCM). Reaction conditions: time 8 hour. The product is COC1=NC(=NC=C1C1=NC(=C(C=C1)OC1=CC(=NC=C1)C=1C=NN(C1)C)C)NCCOC (4-methoxy-N-(2-methoxyethyl)-5-(6-methyl-5-((2-(1-methyl-1H-pyrazol-4-yl)pyridin-4-yl)oxy)pyridin-2-yl)pyrimidin-2-amine). Yield: 63.0%. Reaction SMILES: [CH3:1][O:2][C:3]1[C:8]([C:9]2[CH:14]=[CH:13][C:12]([O:15][C:16]3[CH:21]=[CH:20][N:19]=[C:18]([C:22]4[CH:23]=[N:24][N:25]([CH3:27])[CH:26]=4)[CH:17]=3)=[C:11]([CH3:28])[N:10]=2)=[CH:7][N:6]=[C:5](SC)[N:4]=1.C1C=C(Cl)C=C(C(OO)=O)C=1.[CH3:42][O:43][CH2:44][CH2:45][NH2:46]>C(Cl)Cl>[CH3:1][O:2][C:3]1[C:8]([C:9]2[CH:14]=[CH:13][C:12]([O:15][C:16]3[CH:21]=[CH:20][N:19]=[C:18]([C:22]4[CH:23]=[N:24][N:25]([CH3:27])[CH:26]=4)[CH:17]=3)=[C:11]([CH3:28])[N:10]=2)=[CH:7][N:6]=[C:5]([NH:46][CH2:45][CH2:44][O:43][CH3:42])[N:4]=1. Reported procedure: A solution of Example C2 (0.15 g, 0.36 mmol) in DCM (5 mL) was treated portion-wise with mCPBA (0.11 g, 0.43 mmol), stirred at RT overnight, treated with 2-methoxyethanamine (0.5 mL) and stirred at RT for 4 h. The mixture was treated with satd. NaHCO3, extracted with DCM (3×) and the combined organics were dried over Na2SO4, concentrated to dryness and purified via silica gel chromatography (MeOH/DCM) to obtain 4-methoxy-N-(2-methoxyethyl)-5-(6-methyl-5-((2-(1-methyl-1H-pyrazol-4-yl)pyridin-4-yl... Reactants: BrC1=CC(=NC(=C1)C)C (4-Bromo-2,6-dimethyl-pyridine), B(OC(C)C)(OC(C)C)OC(C)C (triisopropyl borate), [Li]CCCC (BuLi). Run in C1CCOC1 (THF). Conditions: time 3 hour. The product is CC1=NC(=CC(=C1)B(O)O)C (2,6-dimethyl-4-pyridine boronic acid). As a reaction SMILES: Br[C:2]1[CH:7]=[C:6]([CH3:8])[N:5]=[C:4]([CH3:9])[CH:3]=1.[B:10](OC(C)C)([O:15]C(C)C)[O:11]C(C)C.[Li]CCCC>C1COCC1>[CH3:8][C:6]1[CH:7]=[C:2]([B:10]([OH:15])[OH:11])[CH:3]=[C:4]([CH3:9])[N:5]=1. Procedure details: 4-Bromo-2,6-dimethyl-pyridine (910 mg, 4.9 mmol) and triisopropyl borate (2.3 mL, 10 mmol) in THF (10 mL) were cooled in a −78° C. bath. BuLi (2.7 M, 7 mL) was added in drop wise. After 3 hrs, the bath was removed. The reaction was acidified with 1N HCl till pH=1. The separated aqueous layer was neutralized with NaOH and subsequently extracted with ethyl acetate. A crude white solid was obtained (800 mg) as the title compound. The reactants are O=C([O-])[O-], COS(=O)(=O)OC, CC(C)=O, [K+], [K+], COC(=O)c1c(C)c(C(=O)c2ccc([N+](=O)[O-])c(OC)c2)n2cccc(O)c12. The product is COC(=O)c1c(C)c(C(=O)c2ccc([N+](=O)[O-])c(OC)c2)n2cccc(OC)c12. RXN SMILES: [C:36](=[O:37])([O-:38])[O-:39].[CH3:1][O:2][S:3]([O:4][CH3:5])(=[O:6])=[O:7].[CH3:42][C:43](=[O:44])[CH3:45].[K+:40].[K+:41].[OH:8][c:9]1[cH:10][cH:11][cH:12][n:13]2[c:14]([C:23]([c:24]3[cH:25][c:26]([O:33][CH3:34])[c:27]([N+:30](=[O:31])[O-:32])[cH:28][cH:29]3)=[O:35])[c:15]([CH3:22])[c:16]([C:18](=[O:19])[O:20][CH3:21])[c:17]12>>[CH3:1][O:8][c:9]1[cH:10][cH:11][cH:12][n:13]2[c:14]([C:23]([c:24]3[cH:25][c:26]([O:33][CH3:34])[c:27]([N+:30](=[O:31])[O-:32])[cH:28][cH:29]3)=[O:35])[c:15]([CH3:22])[c:16]([C:18](=[O:19])[O:20][CH3:21])[c:17]12. The solvent is C(C)(C)O (isopropanol), O1CCCC1 (tetrahydrofuran), C(C)(C)O (isopropanol), O1CCCC1 (tetrahydrofuran). Procedure details: A suspension of 20.2 g of 4-benzoyl-1-(5,6-dimethoxy-2-methylindol-3-ylglyoxyloyl)piperidine in 200 ml of tetrahydrofuran is added dropwise to a stirring solution, under nitrogen at reflux, of 9.6 g of lithium aluminum hydride in 210 ml of tetrahydrofuran. Stirring and refluxing is continued for 3 hours, the mixture is cooled in an ice bath and the excess hydride is destroyed with water. The mixture is filtered and the filtrate is concentrated under reduced pressure, leaving an off-white foam wh... Starting materials: C(C(=O)O)(=O)O (oxalic acid), C(C1=CC=CC=C1)(=O)C1CCN(CC1)C(C(=O)C1=C(NC2=CC(=C(C=C12)OC)OC)C)=O (4-benzoyl-1-(5,6-dimethoxy-2-methylindol-3-ylglyoxyloyl)piperidine), [H-].[Al+3].[Li+].[H-].[H-].[H-] (lithium aluminum hydride). Product: oxalate salt, C(C(=O)O)(=O)O.COC=1C=C2C(=C(NC2=CC1OC)C)CCN1C(CC(CC1)C1=CC=CC=C1)CO (5,6-dimethoxy-2-methyl-3-[2-(4-phenylhydroxymethylpiperidyl)-ethyl]indole oxalate). Conditions: time 3 hour. Reaction SMILES: C([CH:9]1[CH2:14][CH2:13][N:12]([C:15](=O)[C:16]([C:18]2[C:26]3[C:21](=[CH:22][C:23]([O:29][CH3:30])=[C:24]([O:27][CH3:28])[CH:25]=3)[NH:20][C:19]=2[CH3:31])=O)[CH2:11][CH2:10]1)(=O)C1C=CC=CC=1.[H-].[Al+3].[Li+].[H-].[H-].[H-].[C:39]([OH:44])(=[O:43])[C:40]([OH:42])=[O:41]>O1CCCC1.C(O)(C)C>[C:39]([OH:44])(=[O:43])[C:40]([OH:42])=[O:41].[CH3:28][O:27][C:24]1[CH:25]=[C:26]2[C:21](=[CH:22][C:23]=1[O:29][CH3:30])[NH:20][C:19]([CH3:31])=[C:18]2[CH2:16][CH2:15][N:12]1[CH2:13][CH2:14][CH:9]([C:21]2[CH:26]=[CH:25][CH:24]=[CH:23][CH:22]=2)[CH2:10][CH:11]1[CH2:39][OH:44] |f:1.2.3.4.5.6,10.11|. Reactants: [BH4-], CO, O=C1CC2(CN1)CC(=O)c1cc(Cl)ccc12, [Na+], O. Yields the product O=C1CC2(CN1)CC(O)c1cc(Cl)ccc12. RXN SMILES: [BH4-:17].[CH3:20][OH:21].[Cl:1][c:2]1[cH:3][c:4]2[c:8]([cH:9][cH:10]1)[C:7]1([CH2:6][C:5]2=[O:16])[CH2:11][NH:12][C:13](=[O:15])[CH2:14]1.[Na+:18].[OH2:19]>>[Cl:1][c:2]1[cH:3][c:4]2[c:8]([cH:9][cH:10]1)[C:7]1([CH2:6][CH:5]2[OH:16])[CH2:11][NH:12][C:13](=[O:15])[CH2:14]1. The reactants are ClC(Cl)Cl, ClCCl, O, O=S(Cl)Cl, OCc1cc2ccccc2o1. The product is ClCc1cc2ccccc2o1. As a reaction SMILES: [CH:17]([Cl:18])([Cl:19])[Cl:20].[Cl:21][CH2:22][Cl:23].[OH2:16].[S:12]([Cl:13])([Cl:14])=[O:15].[o:1]1[c:2]([CH2:10][OH:11])[cH:3][c:4]2[c:5]1[cH:6][cH:7][cH:8][cH:9]2>>[o:1]1[c:2]([CH2:10][Cl:14])[cH:3][c:4]2[c:5]1[cH:6][cH:7][cH:8][cH:9]2.